This data is from the Open Reaction Database (ORD), a public repository of structured organic reaction records. The task is: describe an organic reaction: reactants, conditions, products, and yield Procedure: This compound was prepared according to the procedure used to synthesize the compound of Example 11. A mixture of 2.6 g (0.016 mole) of 1,1'-carbonyldiimidazole, 1.4 g (0.016 mole) of unsym-dimethylethylenediamine and 3.0 g (0.16 mole) of 1-(4-cyanophenyl)piperazine in a total volume of 250 ml of tetrahydrofuran gave an oil. The hydrochloride was formed in ethereal hydrogen chloride and the solid recrystallized from methanol-ethyl ether to give 1.2 g (20%) of the title compound as a white solid;... Solvent: O1CCCC1 (tetrahydrofuran). Reactants: CN(CCNC(=O)N1CCN(CC1)C1=CC=C(C=C1)F)C (N-[2-(Dimethylamino)ethyl]-4-(4-fluorophenyl)-1-piperazinecarboxamide), Cl (hydrogen chloride), C(=O)(N1C=NC=C1)N1C=NC=C1 (1,1'-carbonyldiimidazole), CN(C)CCN (unsym-dimethylethylenediamine), C(#N)C1=CC=C(C=C1)N1CCNCC1 (1-(4-cyanophenyl)piperazine). RXN SMILES: [CH3:1][N:2]([CH3:21])[CH2:3][CH2:4][NH:5][C:6]([N:8]1[CH2:13][CH2:12][N:11]([C:14]2[CH:19]=[CH:18][C:17](F)=[CH:16][CH:15]=2)[CH2:10][CH2:9]1)=[O:7].[C:22](N1C=CN=C1)([N:24]1C=CN=C1)=O.CN(CCN)C.C(C1C=CC(N2CCNCC2)=CC=1)#N.[ClH:54]>O1CCCC1>[ClH:54].[C:22]([C:17]1[CH:18]=[CH:19][C:14]([N:11]2[CH2:12][CH2:13][N:8]([C:6]([NH:5][CH2:4][CH2:3][N:2]([CH3:21])[CH3:1])=[O:7])[CH2:9][CH2:10]2)=[CH:15][CH:16]=1)#[N:24] |f:6.7|. Yields the product Cl.C(#N)C1=CC=C(C=C1)N1CCN(CC1)C(=O)NCCN(C)C (4-(4-Cyanophenyl)-N-[2-(dimethylamino)ethyl]-1-piperazinecarboxamide hydrochloride). The reactants are ClC1=CC=C(C=C1)C1=NNCC1(C)C(=O)OC (3-(4-chlorophenyl)-4-carbomethoxy-4-methyl-4,5-dihydro-1H-pyrazole). Solvent: CCOCC (ether). The product is Cl.ClC1=CC=C(C=C1)C1=NNCC1(C)C(=O)OC (3-(4-chlorophenyl)-4-carbomethoxy-4-methyl-4,5-dihydro-1H-pyrazole hydrochloride). Isolated yield 194.9%. Reaction SMILES: [Cl:1][C:2]1[CH:7]=[CH:6][C:5]([C:8]2[C:12]([C:14]([O:16][CH3:17])=[O:15])([CH3:13])[CH2:11][NH:10][N:9]=2)=[CH:4][CH:3]=1>CCOCC>[ClH:1].[Cl:1][C:2]1[CH:3]=[CH:4][C:5]([C:8]2[C:12]([C:14]([O:16][CH3:17])=[O:15])([CH3:13])[CH2:11][NH:10][N:9]=2)=[CH:6][CH:7]=1 |f:2.3|. Procedure: To an ether solution containing approximately 14 g (55 mmole) of 3-(4-chlorophenyl)-4-carbomethoxy-4-methyl-4,5-dihydro-1H-pyrazole (Example O) was bubbled excess anhydrous hydrogen chloride. The precipitated solid was filtered, washed with ether and dried yielding 15.5 g (53.6 mmole) of 3-(4-chlorophenyl)-4-carbomethoxy-4-methyl-4,5-dihydro-1H-pyrazole hydrochloride. NMR data was consistent with the structure. Reactants: N(=O)[O-].[Na+] (sodium nitrite), ClCCNC(=O)NC(CNC)=O (N-[N'-(2-Chloroethyl)carbamoyl]sarcosine amide), CO (methanol). Solvent: C(=O)O (formic acid). Run at time 30 minute. Product: ClCCN(C(=O)NC(CNC)=O)N=O (N-[N'-(2-chloroethyl)-N'-nitrosocarbamoyl]sarcosine amide). Yield: 53.9%. Reaction SMILES: [Cl:1][CH2:2][CH2:3][NH:4][C:5]([NH:7][C:8](=[O:12])[CH2:9][NH:10][CH3:11])=[O:6].[N:13]([O-])=[O:14].[Na+].CO>C(O)=O>[Cl:1][CH2:2][CH2:3][N:4]([N:13]=[O:14])[C:5]([NH:7][C:8](=[O:12])[CH2:9][NH:10][CH3:11])=[O:6] |f:1.2|. Procedure: N-[N'-(2-Chloroethyl)carbamoyl]sarcosine amide (100 mg, 0.516 mmol.) was dissolved in a 99% formic acid (0.7 ml) under ice-cooling, to which sodium nitrite (53.4 mg, 1.5 moles per mole of the starting compound) was slowly added and the mixture was held under stirring for further 30 minutes to complete the reaction. Then, Amberlite IR-120 (H+ form), a strongly acidic cation exchange resin made and sold by Rohm & Haas Company, (1 ml) and methanol (1 ml) were added to the resulting reaction solutio... Reactants: CCOC(=O)c1cnn(C2CCOCC2)c1Cl, CO, [Li+], [OH-], O. Product: O=C(O)c1cnn(C2CCOCC2)c1Cl. Reaction SMILES: [CH2:1]([CH3:2])[O:3][C:4](=[O:5])[c:6]1[cH:7][n:8][n:9]([CH:12]2[CH2:13][CH2:14][O:15][CH2:16][CH2:17]2)[c:10]1[Cl:11].[CH3:21][OH:22].[Li+:18].[OH-:19].[OH2:20]>>[O:3]=[C:4]([OH:5])[c:6]1[cH:7][n:8][n:9]([CH:12]2[CH2:13][CH2:14][O:15][CH2:16][CH2:17]2)[c:10]1[Cl:11].